From a dataset of the Open Reaction Database (ORD), a public repository of structured organic reaction records. describe an organic reaction: reactants, conditions, products, and yield Reactants: CO, O=C(O)C(F)(F)F, O=C(CCCCC=C(COc1cccc2ccccc12)C(=O)NCCCn1ccnc1)NOC1CCCCO1. Yields the product O=C(CCCCC=C(COc1cccc2ccccc12)C(=O)NCCCn1ccnc1)NO. RXN SMILES: [CH3:47][OH:48].[OH:40][C:41]([C:42]([F:43])([F:44])[F:45])=[O:46].[n:1]1([CH2:6][CH2:7][CH2:8][NH:9][C:10]([C:11](=[CH:12][CH2:13][CH2:14][CH2:15][CH2:16][C:17](=[O:18])[NH:19][O:20][CH:21]2[CH2:22][CH2:23][CH2:24][CH2:25][O:26]2)[CH2:27][O:28][c:29]2[cH:30][cH:31][cH:32][c:33]3[cH:34][cH:35][cH:36][cH:37][c:38]23)=[O:39])[cH:2][n:3][cH:4][cH:5]1>>[n:1]1([CH2:6][CH2:7][CH2:8][NH:9][C:10]([C:11](=[CH:12][CH2:13][CH2:14][CH2:15][CH2:16][C:17](=[O:18])[NH:19][OH:20])[CH2:27][O:28][c:29]2[cH:30][cH:31][cH:32][c:33]3[cH:34][cH:35][cH:36][cH:37][c:38]23)=[O:39])[cH:2][n:3][cH:4][cH:5]1. Reactants: ClC1=NC(=NS1)SC (5-chloro-3-methylthio-1,2,4-thiadiazole), ClC=1C=C(CO)C=C(C1)Cl (3,5-dichlorobenzyl alcohol), [H-].[Na+] (sodium hydride), [Cl-].[Na+] (sodium chloride). Solvent: CN(C=O)C (N,N-dimethylformamide). Reaction conditions: time 0.5 hour. Product: ClC=1C=C(COC2=NC(=NS2)SC)C=C(C1)Cl (5-(3,5-dichlorobenzyloxy)-3-methylthio-1,2,4-thiadiazole). Isolated yield 61.7%. RXN SMILES: Cl[C:2]1[S:6][N:5]=[C:4]([S:7][CH3:8])[N:3]=1.[Cl:9][C:10]1[CH:11]=[C:12]([CH:15]=[C:16]([Cl:18])[CH:17]=1)[CH2:13][OH:14].[H-].[Na+].[Cl-].[Na+]>CN(C)C=O>[Cl:9][C:10]1[CH:11]=[C:12]([CH:15]=[C:16]([Cl:18])[CH:17]=1)[CH2:13][O:14][C:2]1[S:6][N:5]=[C:4]([S:7][CH3:8])[N:3]=1 |f:2.3,4.5|. Reported procedure: Into 4 ml of N,N-dimethylformamide were dissolved 334 mg of 5-chloro-3-methylthio-1,2,4-thiadiazole and 389 mg of 3,5-dichlorobenzyl alcohol, 96 mg of sodium hydride (60% in oil) was added thereto under ice-cooling, and the reaction mixture was stirred for 0.5 hour under ice-cooling and for 4 hours at room temperature. The reaction mixture was added to saturated sodium chloride aqueous solution, and extracted with t-butyl methyl ether. The organic layer was concentrated, and the residue obtained...